Dataset: the Open Reaction Database (ORD), a public repository of structured organic reaction records. Task: describe an organic reaction: reactants, conditions, products, and yield Starting materials: CCCCO, Cl, NO, Nc1nc2ccccc2[nH]c1=O. Product: O=c1[nH]c2ccccc2[nH]c1=NO. As a reaction SMILES: [CH2:16]([OH:17])[CH2:18][CH2:19][CH3:20].[ClH:13].[NH2:14][OH:15].[NH2:1][c:2]1[c:3](=[O:12])[nH:4][c:5]2[cH:6][cH:7][cH:8][cH:9][c:10]2[n:11]1>>[N:1](=[c:2]1[c:3](=[O:12])[nH:4][c:5]2[cH:6][cH:7][cH:8][cH:9][c:10]2[nH:11]1)[OH:15]. Starting materials: C(C1=CC=CC=C1)N1C2=C(NCC1=O)N=CC(=C2)C2=CC=C(C(=O)O)C=C2 (4-(1-Benzyl-2-oxo-1,2,3,4-tetrahydropyrido[2,3-b]pyrazin-7-yl)benzoic acid), C(C)N (ethylamine). Product: C(C1=CC=CC=C1)N1C2=C(NCC1=O)N=CC(=C2)C2=CC=C(C(=O)NCC)C=C2 (4-(1-Benzyl-2-oxo-1,2,3,4-tetrahydropyrido[2,3-b]pyrazin-7-yl)-N-ethyl-benzamide). Yield: 15.0%. As a reaction SMILES: [CH2:1]([N:8]1[C:13](=[O:14])[CH2:12][NH:11][C:10]2[N:15]=[CH:16][C:17]([C:19]3[CH:27]=[CH:26][C:22]([C:23](O)=[O:24])=[CH:21][CH:20]=3)=[CH:18][C:9]1=2)[C:2]1[CH:7]=[CH:6][CH:5]=[CH:4][CH:3]=1.[CH2:28]([NH2:30])[CH3:29]>>[CH2:1]([N:8]1[C:13](=[O:14])[CH2:12][NH:11][C:10]2[N:15]=[CH:16][C:17]([C:19]3[CH:27]=[CH:26][C:22]([C:23]([NH:30][CH2:28][CH3:29])=[O:24])=[CH:21][CH:20]=3)=[CH:18][C:9]1=2)[C:2]1[CH:7]=[CH:6][CH:5]=[CH:4][CH:3]=1. Procedure details: 4-(1-Benzyl-2-oxo-1,2,3,4-tetrahydropyrido[2,3-b]pyrazin-7-yl)benzoic acid (43 mg) was coupled with ethylamine as in General Procedure 8 to give the title compound as a tan solid (15% yield). M.p.=195° C., LCMS: m/z=387.31 (M+H+), 1H-NMR (CDCl3, 400 MHz) δ 1.24 (3H, t, J=7.3 Hz), 3.44 (2H, quartet, J=7.3 Hz), 4.51 (2H, s), 5.26 (2H, s), 7.33 (8H, m), 7.76 (1H, d, J=8.6 Hz), 7.81 (2H, d, J=8.1 Hz), 8.05 (1H, d, J=8.3 Hz). Starting materials: compound B, CN(C=CC(=O)C=1C=C2C3=C(N(C2=CC1)C)N(C(C(=C3)C3=CC=C(C=C3)F)=O)C)C (6-(3-dimethylaminoacryloyl)-3-(4-fluorophenyl)-1,9-dimethyl-1,9-dihydropyrido[2,3-b]indol-2-one), O.NN (hydrazine hydrate). Product: FC1=CC=C(C=C1)C1=CC2=C(N(C3=CC=C(C=C23)C=2NN=CC2)C)N(C1=O)C (3-(4-Fluorophenyl)-1,9-dimethyl-6-(2H-pyrazol-3-yl)-1,9-dihydropyrido[2,3-b]indol-2-one). Reaction SMILES: C[N:2](C)[CH:3]=[CH:4][C:5]([C:7]1[CH:8]=[C:9]2[C:13](=[CH:14][CH:15]=1)[N:12]([CH3:16])[C:11]1[N:17]([CH3:29])[C:18](=[O:28])[C:19]([C:21]3[CH:26]=[CH:25][C:24]([F:27])=[CH:23][CH:22]=3)=[CH:20][C:10]2=1)=O.O.[NH2:32]N>>[F:27][C:24]1[CH:23]=[CH:22][C:21]([C:19]2[C:18](=[O:28])[N:17]([CH3:29])[C:11]3[N:12]([CH3:16])[C:13]4[C:9]([C:10]=3[CH:20]=2)=[CH:8][C:7]([C:5]2[NH:32][N:2]=[CH:3][CH:4]=2)=[CH:15][CH:14]=4)=[CH:26][CH:25]=1 |f:1.2|. Reported procedure: The process is carried out as in Example 40 above, using compound B 6-(3-dimethylaminoacryloyl)-3-(4-fluorophenyl)-1,9-dimethyl-1,9-dihydropyrido[2,3-b]indol-2-one and hydrazine hydrate.